From a dataset of the Open Reaction Database (ORD), a public repository of structured organic reaction records. describe an organic reaction: reactants, conditions, products, and yield The reactants are O=C(C(=O)O)CCC1=CC=CC=C1 (2-oxo-4-phenylbutyric acid), N[C@@H](CC1=CC=CC=C1)C(=O)N[C@@H](CC1=CNC2=CC=CC=C12)C(=O)O (L-phenylalanyl-L-tryptophan), C(#N)[BH3-].[Na+] (sodium cyanoborohydride). The product is C(=O)(O)C(CCC1=CC=CC=C1)N[C@@H](CC1=CC=CC=C1)C(=O)N[C@@H](CC1=CNC2=CC=CC=C12)C(=O)O (N-(1-carboxy-3-phenylpropyl)-L-phenylalanyl-L-tryptophan). Reaction SMILES: O=[C:2]([CH2:6][CH2:7][C:8]1[CH:13]=[CH:12][CH:11]=[CH:10][CH:9]=1)[C:3]([OH:5])=[O:4].[NH2:14][C@H:15]([C:23]([NH:25][C@H:26]([C:37]([OH:39])=[O:38])[CH2:27][C:28]1[C:36]2[C:31](=[CH:32][CH:33]=[CH:34][CH:35]=2)[NH:30][CH:29]=1)=[O:24])[CH2:16][C:17]1[CH:22]=[CH:21][CH:20]=[CH:19][CH:18]=1.C([BH3-])#N.[Na+]>>[C:3]([CH:2]([NH:14][C@H:15]([C:23]([NH:25][C@H:26]([C:37]([OH:39])=[O:38])[CH2:27][C:28]1[C:36]2[C:31](=[CH:32][CH:33]=[CH:34][CH:35]=2)[NH:30][CH:29]=1)=[O:24])[CH2:16][C:17]1[CH:18]=[CH:19][CH:20]=[CH:21][CH:22]=1)[CH2:6][CH2:7][C:8]1[CH:13]=[CH:12][CH:11]=[CH:10][CH:9]=1)([OH:5])=[O:4] |f:2.3|. Reported procedure: In the manner described in example 24, one can condense 2-oxo-4-phenylbutyric acid and L-phenylalanyl-L-tryptophan in the presence of sodium cyanoborohydride to yield N-(1-carboxy-3-phenylpropyl)-L-phenylalanyl-L-tryptophan. Reactants: CS(=O)(=O)c1ccc(F)c(C(=O)O)c1F, CS(=O)(=O)c1ccc(N2CCNCC2)c(F)c1. Yields the product CS(=O)(=O)c1ccc(N2CCN(C(=O)c3c(F)ccc(S(C)(=O)=O)c3F)CC2)c(F)c1. Reaction SMILES: [F:18][c:19]1[c:20]([C:21](=[O:22])[OH:23])[c:24]([F:32])[cH:25][cH:26][c:27]1[S:28](=[O:29])(=[O:30])[CH3:31].[F:1][c:2]1[c:3]([N:12]2[CH2:13][CH2:14][NH:15][CH2:16][CH2:17]2)[cH:4][cH:5][c:6]([S:8](=[O:9])(=[O:10])[CH3:11])[cH:7]1>>[F:1][c:2]1[c:3]([N:12]2[CH2:13][CH2:14][N:15]([C:21]([c:20]3[c:19]([F:18])[c:27]([S:28](=[O:29])(=[O:30])[CH3:31])[cH:26][cH:25][c:24]3[F:32])=[O:22])[CH2:16][CH2:17]2)[cH:4][cH:5][c:6]([S:8](=[O:9])(=[O:10])[CH3:11])[cH:7]1. The reactants are O=C(Cl)C(=O)c1cn(Cc2ccc(Cl)cc2)c2ccccc12, NC1=CC(=O)OC1, C1CCOC1, O. Product: O=C1C=C(NC(=O)C(=O)c2cn(Cc3ccc(Cl)cc3)c3ccccc23)CO1. Reaction SMILES: [Cl:1][c:2]1[cH:3][cH:4][c:5]([CH2:6][n:7]2[cH:8][c:9]([C:16]([C:17](=[O:18])[Cl:19])=[O:20])[c:10]3[cH:11][cH:12][cH:13][cH:14][c:15]23)[cH:21][cH:22]1.[NH2:23][C:24]1=[CH:25][C:26](=[O:29])[O:27][CH2:28]1.[O:31]1[CH2:32][CH2:33][CH2:34][CH2:35]1.[OH2:30]>>[Cl:1][c:2]1[cH:3][cH:4][c:5]([CH2:6][n:7]2[cH:8][c:9]([C:16]([C:17](=[O:18])[NH:23][C:24]3=[CH:25][C:26](=[O:29])[O:27][CH2:28]3)=[O:20])[c:10]3[cH:11][cH:12][cH:13][cH:14][c:15]23)[cH:21][cH:22]1. Reactants: ClC1=C(C=CC=C1Cl)OC (2,3-dichloro anisole), Cl (HCl), ice, FC1=C(C(=O)Cl)C=CC=C1 (o-fluorobenzoyl chloride), [Al+3].[Cl-].[Cl-].[Cl-] (AlCl3). Run in ClCCCl (1,2-dichloroethane), ClCCCl (1,2-dichloro ethane). Conditions: time 2 hour. Yields the product FC1=C(C=CC=C1)C(C1=C(C(=C(C=C1)OC)Cl)Cl)=O (2'-Fluoro-4-methoxy-2,3-dichlorobenzophenone). As a reaction SMILES: [F:1][C:2]1[CH:10]=[CH:9][CH:8]=[CH:7][C:3]=1[C:4](Cl)=[O:5].[Al+3].[Cl-].[Cl-].[Cl-].[Cl:15][C:16]1[C:21]([Cl:22])=[CH:20][CH:19]=[CH:18][C:17]=1[O:23][CH3:24].Cl>ClCCCl>[F:1][C:2]1[CH:10]=[CH:9][CH:8]=[CH:7][C:3]=1[C:4](=[O:5])[C:20]1[CH:19]=[CH:18][C:17]([O:23][CH3:24])=[C:16]([Cl:15])[C:21]=1[Cl:22] |f:1.2.3.4|. Procedure: To a solution of 3.155 g (0.199 m) of o-fluorobenzoyl chloride in 100 ml 1,2-dichloro ethane 26.54 g (0.199 m) of AlCl3 is added over a 30-minute period. The mixture turns yellow then dark. A solution of 32 g (0.181 m) of 2,3-dichloro anisole in 50 ml of 1,2-dichloroethane is added dropwise. There is an evolution of gas and the temperature rises to 35° C. The mixture is stirred 2 hours and then poured over 100 ml concentrated HCl and 100 ml ice. The organic solvent is evaporated in vacuo and the... The reactants are BrC=1C=C(C(=NC1)N)C (5-bromo-3-methylpyridin-2-amine), CN(C1=CC=C(C=C1)B(O)O)C (4-(dimethylamino)phenylboronic acid), C(=O)([O-])[O-].[Na+].[Na+] (Na2CO3). The reagents and catalysts are C=1C=CC(=CC1)[P](C=2C=CC=CC2)(C=3C=CC=CC3)[Pd]([P](C=4C=CC=CC4)(C=5C=CC=CC5)C=6C=CC=CC6)([P](C=7C=CC=CC7)(C=8C=CC=CC8)C=9C=CC=CC9)[P](C=1C=CC=CC1)(C=1C=CC=CC1)C=1C=CC=CC1 (Pd(PPh3)4). Solvent: C1(=CC=CC=C1)C (toluene). The product is CN(C1=CC=C(C=C1)C=1C=C(C(=NC1)N)C)C (5-(4-(dimethylamino)phenyl)-3-methylpyridin-2-amine). Reaction SMILES: Br[C:2]1[CH:3]=[C:4]([CH3:9])[C:5]([NH2:8])=[N:6][CH:7]=1.[CH3:10][N:11]([CH3:21])[C:12]1[CH:17]=[CH:16][C:15](B(O)O)=[CH:14][CH:13]=1.C([O-])([O-])=O.[Na+].[Na+]>C1(C)C=CC=CC=1.C1C=CC([P]([Pd]([P](C2C=CC=CC=2)(C2C=CC=CC=2)C2C=CC=CC=2)([P](C2C=CC=CC=2)(C2C=CC=CC=2)C2C=CC=CC=2)[P](C2C=CC=CC=2)(C2C=CC=CC=2)C2C=CC=CC=2)(C2C=CC=CC=2)C2C=CC=CC=2)=CC=1>[CH3:10][N:11]([CH3:21])[C:12]1[CH:17]=[CH:16][C:15]([C:2]2[CH:3]=[C:4]([CH3:9])[C:5]([NH2:8])=[N:6][CH:7]=2)=[CH:14][CH:13]=1 |f:2.3.4,^1:38,40,59,78|. Procedure: A solution of 5-bromo-3-methylpyridin-2-amine (120a, 1.87 g, 10.0 mmol) in toluene (60 mL) was treated with 4-(dimethylamino)phenylboronic acid (2.48 g, 15.0 mmol), Pd(PPh3)4 (345 mg, 0.30 mmol), and 2M Na2CO3(aq) (10 mL). The reaction mixture was heated to reflux for 18 hours and then cooled to room temperature. The reaction mixture was quenched with water and extracted with ethyl acetate. The organic layer was washed with brine, dried over MgSO4(s) and concentrated under reduced pressure. The ... Starting materials: C(C1=CC=CC=C1)N1N=C(C=C1C1=C(N(N=C1C)C1=CC=CC=C1)O)C (2-Benzyl-5,5′-dimethyl-2′-phenyl-2H,2′H-[3,4′]bipyrazolyl-3′-ol), C([O-])([O-])=O.[Cs+].[Cs+] (cesium carbonate), IC (iodomethane). The solvent is C(C)(=O)OCC (ethyl acetate), CN(C)C=O (DMF). Reaction conditions: time 8 hour. Product: C(C1=CC=CC=C1)N1N=C(C=C1C=1C(N(N(C1C)C)C1=CC=CC=C1)=O)C (2-Benzyl-5,1′,5′-trimethyl-2′-phenyl-1′,2′-dihydro-2H-[3,4′]bipyrazolyl-3′-one). The yield is 21.6%. RXN SMILES: [CH2:1]([N:8]1[C:12]([C:13]2[C:17]([CH3:18])=[N:16][N:15]([C:19]3[CH:24]=[CH:23][CH:22]=[CH:21][CH:20]=3)[C:14]=2[OH:25])=[CH:11][C:10]([CH3:26])=[N:9]1)[C:2]1[CH:7]=[CH:6][CH:5]=[CH:4][CH:3]=1.[C:27](=O)([O-])[O-].[Cs+].[Cs+].IC>CN(C=O)C.C(OCC)(=O)C>[CH2:1]([N:8]1[C:12]([C:13]2[C:14](=[O:25])[N:15]([C:19]3[CH:20]=[CH:21][CH:22]=[CH:23][CH:24]=3)[N:16]([CH3:27])[C:17]=2[CH3:18])=[CH:11][C:10]([CH3:26])=[N:9]1)[C:2]1[CH:7]=[CH:6][CH:5]=[CH:4][CH:3]=1 |f:1.2.3|. Procedure: To 2-benzyl-5,5′-dimethyl-2′-phenyl-2H,2′H-[3,4′]bipyrazolyl-3′-ol (Example 36, 0.200 g, 0.58 mmol) in DMF add cesium carbonate (0.944 g, 2.90 mmol), and then iodomethane (0.823 g, 5.8 mmol). Stir this mixture at room temperature overnight. Dilute the reaction mixture with ethyl acetate, wash with water (25 ml×5) and dry (sodium sulfate). Chromatograph on silica gel, eluting with 50-100% ethyl acetate/heptane to provide 0.045 g of the title compound.